Dataset: the Open Reaction Database (ORD), a public repository of structured organic reaction records. Task: describe an organic reaction: reactants, conditions, products, and yield Starting materials: C(C)OC(CCCOC1=C(C(=CC=C1)CCCCCCOC1=CC(=CC(=C1)COC)Br)CCC(=O)OCC)=O (4-[3-[6-(3-Bromo-5-methoxymethyl-phenoxy)-hexyl]-2-(2-ethoxycarbonyl-ethyl)-phenoxy]-butyric acid ethyl ester), [OH-].[Na+] (sodium hydroxide). Solvent: CCOC(=O)C (EtOAc), C(C)O (ethanol). Run at temperature 60 celsius, time 4 hour. Yields the product BrC=1C=C(OCCCCCCC=2C(=C(OCCCC(=O)O)C=CC2)CCC(=O)O)C=C(C1)COC (4-[3-[6-(3-Bromo-5-methoxymethyl-phenoxy)-hexyl]-2-(2-carboxy-ethyl)-phenoxy]-butyric acid). Isolated yield 88.5%. Reaction SMILES: C([O:3][C:4](=[O:39])[CH2:5][CH2:6][CH2:7][O:8][C:9]1[CH:14]=[CH:13][CH:12]=[C:11]([CH2:15][CH2:16][CH2:17][CH2:18][CH2:19][CH2:20][O:21][C:22]2[CH:27]=[C:26]([CH2:28][O:29][CH3:30])[CH:25]=[C:24]([Br:31])[CH:23]=2)[C:10]=1[CH2:32][CH2:33][C:34]([O:36]CC)=[O:35])C.[OH-].[Na+]>C(O)C.CCOC(C)=O>[Br:31][C:24]1[CH:23]=[C:22]([CH:27]=[C:26]([CH2:28][O:29][CH3:30])[CH:25]=1)[O:21][CH2:20][CH2:19][CH2:18][CH2:17][CH2:16][CH2:15][C:11]1[C:10]([CH2:32][CH2:33][C:34]([OH:36])=[O:35])=[C:9]([CH:14]=[CH:13][CH:12]=1)[O:8][CH2:7][CH2:6][CH2:5][C:4]([OH:39])=[O:3] |f:1.2|. Reported procedure: To a solution of 4-[3-[6-(3-Bromo-5-methoxymethyl-phenoxy)-hexyl]-2-(2-ethoxycarbonyl-ethyl)-phenoxy]-butyric acid ethyl ester (500 mg, 0.82 mmol) in hot ethanol (20 mL) was added aqueous 2.0 N sodium hydroxide (5 mL). The resulting solution was heated to 60° C. and stirred for 4 h. Then, the reaction mixture was cooled down and diluted with EtOAc, washed with 10% aq. HCl and brine. The combined ethyl acetate extracts were dried over anhydrous sodium sulfate and the solvent was removed under red... Reactants: CCCC[N+](CCCC)(CCCC)CCCC, [F-], O=S(=O)(Cl)c1ccccc1F, NS(=O)(=O)c1ccc(NC(CCN2CCOCC2)CSc2ccccc2)c(S(=O)(=O)C(F)(F)F)c1. Yields the product O=S(=O)(F)c1ccccc1F. As a reaction SMILES: [CH2:48]([N+:49]([CH2:50][CH2:51][CH2:52][CH3:53])([CH2:54][CH2:55][CH2:56][CH3:57])[CH2:58][CH2:59][CH2:60][CH3:61])[CH2:62][CH2:63][CH3:64].[F-:47].[F:36][c:37]1[c:38]([S:43](=[O:44])(=[O:45])[Cl:46])[cH:39][cH:40][cH:41][cH:42]1.[O:1]1[CH2:2][CH2:3][N:4]([CH2:5][CH2:6][CH:7]([NH:8][c:9]2[cH:10][cH:11][c:12]([S:13]([NH2:14])(=[O:15])=[O:16])[cH:17][c:18]2[S:19]([C:20]([F:21])([F:22])[F:33])(=[O:23])=[O:24])[CH2:25][S:26][c:27]2[cH:28][cH:29][cH:30][cH:31][cH:32]2)[CH2:34][CH2:35]1>>[F:33][S:43]([c:38]1[c:37]([F:36])[cH:42][cH:41][cH:40][cH:39]1)(=[O:44])=[O:45].